Dataset: the Open Reaction Database (ORD), a public repository of structured organic reaction records. Task: describe an organic reaction: reactants, conditions, products, and yield The reactants are CC1(C)OCC(COc2ccc(CCCCO)cc2)O1, ClCCl, [Na+], [OH-]. Yields the product CC1(C)OCC(COc2ccc(CCCC=O)cc2)O1. As a reaction SMILES: [CH3:1][C:2]1([CH3:20])[O:3][CH2:4][CH:5]([CH2:7][O:8][c:9]2[cH:10][cH:11][c:12]([CH2:15][CH2:16][CH2:17][CH2:18][OH:19])[cH:13][cH:14]2)[O:6]1.[Cl:23][CH2:24][Cl:25].[Na+:22].[OH-:21]>>[CH3:1][C:2]1([CH3:20])[O:3][CH2:4][CH:5]([CH2:7][O:8][c:9]2[cH:10][cH:11][c:12]([CH2:15][CH2:16][CH2:17][CH:18]=[O:19])[cH:13][cH:14]2)[O:6]1. The yield is 90.9%. Procedure: At 0° C., 2.1 g (9.2 mmol) of 2-benzylbenzoyl chloride dissolved in a little methylene chloride were added dropwise to 1.3 g (8.6 mmol) of (S)-2-amino-3-phenylpropan-1-ol in 35 ml of methylene chloride and 20 ml of 2M aqueous sodium hydroxide solution. The mixture was stirred for about 30 min. The organic phase was separated off, dried and concentrated under reduced pressure. 2.7 g (91%) of the product were obtained. Reaction conditions: time 30 minute. Run in C(Cl)Cl (methylene chloride), C(Cl)Cl (methylene chloride), [OH-].[Na+] (sodium hydroxide). RXN SMILES: [CH2:1]([C:8]1[CH:16]=[CH:15][CH:14]=[CH:13][C:9]=1[C:10](Cl)=[O:11])[C:2]1[CH:7]=[CH:6][CH:5]=[CH:4][CH:3]=1.[NH2:17][C@@H:18]([CH2:21][C:22]1[CH:27]=[CH:26][CH:25]=[CH:24][CH:23]=1)[CH2:19][OH:20]>C(Cl)Cl.[OH-].[Na+]>[CH2:1]([C:8]1[CH:16]=[CH:15][CH:14]=[CH:13][C:9]=1[C:10]([NH:17][C@@H:18]([CH2:21][C:22]1[CH:27]=[CH:26][CH:25]=[CH:24][CH:23]=1)[CH2:19][OH:20])=[O:11])[C:2]1[CH:7]=[CH:6][CH:5]=[CH:4][CH:3]=1 |f:3.4|. Starting materials: C(C1=CC=CC=C1)C1=C(C(=O)Cl)C=CC=C1 (2-benzylbenzoyl chloride), N[C@H](CO)CC1=CC=CC=C1 ((S)-2-amino-3-phenylpropan-1-ol). Product: C(C1=CC=CC=C1)C1=C(C(=O)N[C@H](CO)CC2=CC=CC=C2)C=CC=C1 ((S)-2-Benzyl-N-(3-phenylpropan-1-ol-2-yl)benzamide). Starting materials: FC1=C(C=C(C=C1)C1=C(C=O)C(=CC(=C1)C)C)C (2-(4-fluoro-3-methyl-phenyl)-4,6-dimethylbenzaldehyde), [BH4-].[Na+] (sodium borohydride). Run in C(C)O (ethanol). Reaction conditions: time 1 hour. Product: FC1=C(C=C(C=C1)C1=C(CO)C(=CC(=C1)C)C)C (2-(4-fluoro-3-methyl-phenyl)-4,6-dimethylbenzyl alcohol). The yield is 98.9%. As a reaction SMILES: [F:1][C:2]1[CH:7]=[CH:6][C:5]([C:8]2[CH:15]=[C:14]([CH3:16])[CH:13]=[C:12]([CH3:17])[C:9]=2[CH:10]=[O:11])=[CH:4][C:3]=1[CH3:18].[BH4-].[Na+]>C(O)C>[F:1][C:2]1[CH:7]=[CH:6][C:5]([C:8]2[CH:15]=[C:14]([CH3:16])[CH:13]=[C:12]([CH3:17])[C:9]=2[CH2:10][OH:11])=[CH:4][C:3]=1[CH3:18] |f:1.2|. Procedure details: 2.90 grams (12 mmol) of 2-(4-fluoro-3-methyl-phenyl)-4,6-dimethylbenzaldehyde (prepared according to Stokker, Journ. Med. Chem., Vol. 29 p.170, 1986) was reduced with 0.454 grams (12 mmol) of sodium borohydride in ethanol (20 mL) at 0° C. The reaction was stirred 1 hr, quenched with aqueous ammonium chloride and the mixture extracted with ether. The organic portion was dried (MgSO4) and concentrated to give 2.90 grams of 2-(4-fluoro-3-methyl-phenyl)-4,6-dimethylbenzyl alcohol as an oil which sol... Reactants: CC(C)(C)OC(=O)N[C@H](CC1=CC(=C(C=C1)F)F)C(=O)O (Boc-D-3,4-Difluorophenylalanine), O1CCOCC1 (1,4-dioxane), Cl (HCl), O1CCOCC1 (1,4-dioxane). Conditions: temperature 23 celsius, time 5 hour. Product: FC=1C=C(C=CC1F)C[C@H](C(=O)O)O ((2R)-3-(3′,4′-Difluorophenyl)-2-hydroxypropionic Acid). The yield is 58.0%. RXN SMILES: CC(OC(N[C@@H:9]([C:19]([OH:21])=[O:20])[CH2:10][C:11]1[CH:16]=[CH:15][C:14]([F:17])=[C:13]([F:18])[CH:12]=1)=O)(C)C.Cl.[O:23]1CCOCC1>>[F:18][C:13]1[CH:12]=[C:11]([CH2:10][C@@H:9]([OH:23])[C:19]([OH:21])=[O:20])[CH:16]=[CH:15][C:14]=1[F:17]. Procedure details: Boc-D-3,4-Difluorophenylalanine (3.05 g, 11.0 mmol, 1 equiv) was dissolved in 1,4-dioxane (10 mL), and a solution of HCl in 1,4-dioxane (4.0 M, 10 mL) was added. The reaction was stirred at 23° C. for 5 h, then the solvent was removed under reduced pressure. The residue was dissolved in 1 M H2SO4 (22 mL), cooled to 0° C. and 2 N NaNO2 (22 mL) was added via addition funnel under argon. The reaction mixture was stirred at 0° C. for 3 h and warmed to room temperature overnight. The resulting mixtur... Reactants: C1(CCCC1)NC1=C(NC=2N1N=CC2C#N)C2=C(C=C(C=C2)OC)OC (3-(cyclopentylamino)-2-(2,4-dimethoxyphenyl)-1H-imidazo[1,2-b]pyrazole-7-carbonitrile), O (water). The solvent is CS(=O)C (DMSO). Run at time 24 hour. The product is NC1=C(C=NN1/C(/C(=O)C1=C(C=C(C=C1)OC)OC)=N/C1CCCC1)C#N ((E)-5-amino-1-(1-(cyclopentylimino)-2-(2,4-dimethoxyphenyl)-2-oxoethyl)-1H-pyrazole-4-carbonitrile). The yield is 19.7%. As a reaction SMILES: [CH:1]1([NH:6][C:7]2[N:11]3[N:12]=[CH:13][C:14]([C:15]#[N:16])=[C:10]3[NH:9][C:8]=2[C:17]2[CH:22]=[CH:21][C:20]([O:23][CH3:24])=[CH:19][C:18]=2[O:25][CH3:26])[CH2:5][CH2:4][CH2:3][CH2:2]1.[OH2:27]>CS(C)=O>[NH2:9][C:10]1[N:11](/[C:7](=[N:6]/[CH:1]2[CH2:5][CH2:4][CH2:3][CH2:2]2)/[C:8]([C:17]2[CH:22]=[CH:21][C:20]([O:23][CH3:24])=[CH:19][C:18]=2[O:25][CH3:26])=[O:27])[N:12]=[CH:13][C:14]=1[C:15]#[N:16]. Procedure details: A light brown solution of 3-(cyclopentylamino)-2-(2,4-dimethoxyphenyl)-1H-imidazo[1,2-b]pyrazole-7-carbonitrile (1.09 g, 3.1 mmol) in DMSO (200 mL) was stored for 35 days at RT. Within 24 h, it became a dark brown solution. After 35 days, LC/MS analysis indicated the absence of starting material and the presence of a strong desired peak. Then, it was poured into water (1 L) and the resulting cloudy brown solution was extracted with ethyl acetate (2×200 mL). Then, the combined extracts were washe... The reactants are CNCCC(=O)OCC (ethyl 3-(methylamino)propanoate), O.ON1N=NC2=C1C=CC=C2 (1-hydroxybenzotriazole monohydrate), C1(CCCCC1)C(C1=C(C=2C(=CN=CC2)S1)C)NC1=CC=C(C(=O)O)C=C1 (4-{[cyclohexyl(3-methylthieno[2,3-c]pyridin-2-yl)methyl]amino}benzoic acid), Cl.C(C)N=C=NCCCN(C)C (1-ethyl-3-(3-dimethylaminopropyl)carbodiimide hydrochloride), [Cl-].[NH4+] (ammonium chloride). Solvent: CN(C=O)C (N,N-dimethylformamide), C(C)N(CC)CC (triethylamine). Conditions: time 1 day. Yields the product C1(CCCCC1)C(C1=C(C=2C(=CN=CC2)S1)C)NC1=CC=C(C=C1)C(=O)N(CCC(=O)OCC)C (ethyl 3-{[(4-{[cyclohexyl(3-methylthieno[2,3-c]pyridin-2-yl)methyl]amino}phenyl)carbonyl](methyl)amino}propanoate). The yield is 58.0%. Reaction SMILES: [CH:1]1([CH:7]([NH:18][C:19]2[CH:27]=[CH:26][C:22](C(O)=O)=[CH:21][CH:20]=2)[C:8]2[S:16][C:11]3=[CH:12]N=[CH:14][CH:15]=[C:10]3[C:9]=2[CH3:17])[CH2:6][CH2:5][CH2:4][CH2:3][CH2:2]1.[CH3:28][NH:29][CH2:30][CH2:31][C:32]([O:34][CH2:35][CH3:36])=[O:33].[OH2:37].ON1C2C=CC=C[C:42]=2N=N1.Cl.C(N=C=NCCCN(C)C)C.[Cl-].[NH4+:61]>CN(C)C=O.C(N(CC)CC)C>[CH:1]1([CH:7]([NH:18][C:19]2[CH:27]=[CH:26][C:22]([C:28]([N:29]([CH3:42])[CH2:30][CH2:31][C:32]([O:34][CH2:35][CH3:36])=[O:33])=[O:37])=[CH:21][CH:20]=2)[C:8]2[S:16][C:11]3=[CH:12][N:61]=[CH:14][CH:15]=[C:10]3[C:9]=2[CH3:17])[CH2:2][CH2:3][CH2:4][CH2:5][CH2:6]1 |f:2.3,4.5,6.7|. Reported procedure: To a mixture of 4-{[cyclohexyl(3-methylthieno[2,3-c]pyridin-2-yl)methyl]amino}benzoic acid (202 mg) synthesized above, ethyl 3-(methylamino)propanoate (104 mg), 1-hydroxybenzotriazole monohydrate (122 mg), triethylamine (222 μL) and N,N-dimethylformamide (10 mL) was added 1-ethyl-3-(3-dimethylaminopropyl)carbodiimide hydrochloride (152 mg), and the mixture was stirred at room temperature for 1 day. Saturated aqueous ammonium chloride solution was added to quench the reaction, and the reaction mi... Reactants: NC[C@H]1CN(CC1)CCN1C(C=CC2=CC=C(C=C12)F)=O (1-{2-[(3S)-3-(aminomethyl)-1-pyrrolidinyl]ethyl}-7-fluoro-2(1H)-quinolinone), O=C1NC2=C(OC1)C=CC(=N2)C=O (3-oxo-3,4-dihydro-2H-pyrido[3,2-b][1,4]oxazine-6-carboxaldehyde), [O-]S(=O)(=O)[O-].[Na+].[Na+] (Na2SO4), imine, C(C)(=O)O[BH-](OC(C)=O)OC(C)=O.[Na+] (sodium triacetoxyborohydride). Reaction conditions: time 18 hour. Yields the product FC1=CC=C2C=CC(N(C2=C1)CCN1C[C@@H](CC1)CNCC=1C=CC=2OCC(NC2N1)=O)=O (6-{[({(3S)-1-[2-(7-fluoro-2-oxo-1(2H)-quinolinyl)ethyl]-3-pyrrolidinyl}methyl)amino]methyl}-2H-pyrido[3,2-b][1,4]oxazin-3(4H)-one). Yield: 51.0%. As a reaction SMILES: [NH2:1][CH2:2][C@@H:3]1[CH2:7][CH2:6][N:5]([CH2:8][CH2:9][N:10]2[C:19]3[C:14](=[CH:15][CH:16]=[C:17]([F:20])[CH:18]=3)[CH:13]=[CH:12][C:11]2=[O:21])[CH2:4]1.[O:22]=[C:23]1[CH2:28][O:27][C:26]2[CH:29]=[CH:30][C:31]([CH:33]=O)=[N:32][C:25]=2[NH:24]1.[O-]S([O-])(=O)=O.[Na+].[Na+].C(O[BH-](OC(=O)C)OC(=O)C)(=O)C.[Na+]>>[F:20][C:17]1[CH:18]=[C:19]2[C:14]([CH:13]=[CH:12][C:11](=[O:21])[N:10]2[CH2:9][CH2:8][N:5]2[CH2:6][CH2:7][C@@H:3]([CH2:2][NH:1][CH2:33][C:31]3[CH:30]=[CH:29][C:26]4[O:27][CH2:28][C:23](=[O:22])[NH:24][C:25]=4[N:32]=3)[CH2:4]2)=[CH:15][CH:16]=1 |f:2.3.4,5.6|. Reported procedure: To a solution of 1-{2-[(3S)-3-(aminomethyl)-1-pyrrolidinyl]ethyl}-7-fluoro-2(1H)-quinolinone (87 mg, 0.30 mmol) and 3-oxo-3,4-dihydro-2H-pyrido[3,2-b][1,4]oxazine-6-carboxaldehyde (for a synthesis see WO2003087098, Example 31(e)) (54 mg, 0.302 mmol) was added Na2SO4 (355 mg, 2.50 mmol) and the reaction was stirred at ambient temperature for 18 h. The intermediate imine was treated with sodium triacetoxyborohydride (160 mg, 0.75 mmol) and stirred for an additional 16 h). The solvents were removed... Reactants: C(C)C=1N=C(SC1)SC1=C(C=C2COC(C2=C1)=O)[N+](=O)[O-] (6-(4-ethyl-2-thiazolylthio)-5-nitro-3H-isobenzofuran-1-one), [NH4+].[Cl-] (NH4Cl). Reagents/catalysts: [Fe] (Fe). Run in CCO.O (EtOH H2O). Yields the product NC=1C=C2COC(C2=CC1SC=1SC=C(N1)CC)=O (5-Amino-6-(4-ethyl-2-thiazolylthio)-3H-isobenzofuran-1-one). Reaction SMILES: [CH2:1]([C:3]1[N:4]=[C:5]([S:8][C:9]2[CH:17]=[C:16]3[C:12]([CH2:13][O:14][C:15]3=[O:18])=[CH:11][C:10]=2[N+:19]([O-])=O)[S:6][CH:7]=1)[CH3:2].[NH4+].[Cl-]>CCO.O.[Fe]>[NH2:19][C:10]1[CH:11]=[C:12]2[C:16](=[CH:17][C:9]=1[S:8][C:5]1[S:6][CH:7]=[C:3]([CH2:1][CH3:2])[N:4]=1)[C:15](=[O:18])[O:14][CH2:13]2 |f:1.2,3.4|. Reported procedure: A mixture of 6-(4-ethyl-2-thiazolylthio)-5-nitro-3H-isobenzofuran-1-one (750 mg, 2.33 mmol), Fe powder (600 mg, 10.7 mmol) and NH4Cl (150 mg, 2.8 mmol) in 45 mL of EtOH:H2O (2:1) was refluxed for 1.5 h. The hot mixture was filtered through celite and the celite was washed several times with hot EtOH:THF (4:1). Solvent was evaporated in vacuo and the residue was partitioned between H2O and EtOAc. The organic layer was separated, washed with brine, dried over MgSO4 and concentrated. The solid titl... Starting materials: CCOP(=O)(CSCc1ccccc1)OCC, ClCCl, O=C(OO)c1cccc(Cl)c1. Product: CCOP(=O)(CS(=O)Cc1ccccc1)OCC. As a reaction SMILES: [CH2:1]([c:2]1[cH:3][cH:4][cH:5][cH:6][cH:7]1)[S:8][CH2:9][P:10]([O:11][CH2:12][CH3:13])([O:14][CH2:15][CH3:16])=[O:17].[CH2:29]([Cl:30])[Cl:31].[Cl:18][c:19]1[cH:20][c:21]([C:26](=[O:23])[O:27][OH:28])[cH:22][cH:24][cH:25]1>>[CH2:1]([c:2]1[cH:3][cH:4][cH:5][cH:6][cH:7]1)[S:8]([CH2:9][P:10]([O:11][CH2:12][CH3:13])([O:14][CH2:15][CH3:16])=[O:17])=[O:23].